Task: describe an organic reaction: reactants, conditions, products, and yield. Dataset: the Open Reaction Database (ORD), a public repository of structured organic reaction records The reactants are OCCN1C(N=CC(=C1)Cl)=O (1-(2-Hydroxyethyl)-5-chloropyrimid-2-one), P(=O)(Cl)(Cl)Cl (phosphorus oxychloride). The product is ClCCN1C(N=CC(=C1)Cl)=O (1-(2-chloroethyl)-5-chloropyrimid-2-one). The yield is 52.0%. Reaction SMILES: O[CH2:2][CH2:3][N:4]1[CH:9]=[C:8]([Cl:10])[CH:7]=[N:6][C:5]1=[O:11].P(Cl)(Cl)([Cl:14])=O>>[Cl:14][CH2:2][CH2:3][N:4]1[CH:9]=[C:8]([Cl:10])[CH:7]=[N:6][C:5]1=[O:11]. Procedure: 1-(2-Hydroxyethyl)-5-chloropyrimid-2-one (0.001 mol) and phosphorus oxychloride (5 ml) were heated together at 80° C. for 60 min. before the solution was evaporated at reduced pressure. The residue was triturated with chloroform before dissolution in water (4 ml) and neutralisation with sodium bicarbonate. Chloroform extraction and evaporation left a solid which was recrystallised from ethyl acetate, yield 52%, m.p. 167°-168° C. (Found: C, 37.20; H, 3.20; Calc for C6H6Cl2N2O: C, 37.34; H 3.13).